This data is from the Open Reaction Database (ORD), a public repository of structured organic reaction records. The task is: describe an organic reaction: reactants, conditions, products, and yield The reactants are C(=O)C=1C=C(C=C(C1OC)C1=C(C=CC=C1)OC)S(=O)(=O)N (5-formyl-6,2′-dimethoxy-biphenyl-3-sulfonamide), C1(=CC=CC=C1)CCC(=O)Cl (3-phenylpropionyl chloride). Yields the product C(=O)C=1C=C(C=C(C1OC)C1=C(C=CC=C1)OC)S(=O)(=O)NC(CCC1=CC=CC=C1)=O (5-formyl-6,2′-dimethoxy-N-(3-phenylpropionyl)-biphenyl-3-sulfonamide). As a reaction SMILES: [CH:1]([C:3]1[CH:4]=[C:5]([S:19]([NH2:22])(=[O:21])=[O:20])[CH:6]=[C:7]([C:11]2[CH:16]=[CH:15][CH:14]=[CH:13][C:12]=2[O:17][CH3:18])[C:8]=1[O:9][CH3:10])=[O:2].[C:23]1([CH2:29][CH2:30][C:31](Cl)=[O:32])[CH:28]=[CH:27][CH:26]=[CH:25][CH:24]=1>>[CH:1]([C:3]1[CH:4]=[C:5]([S:19]([NH:22][C:31](=[O:32])[CH2:30][CH2:29][C:23]2[CH:28]=[CH:27][CH:26]=[CH:25][CH:24]=2)(=[O:21])=[O:20])[CH:6]=[C:7]([C:11]2[CH:16]=[CH:15][CH:14]=[CH:13][C:12]=2[O:17][CH3:18])[C:8]=1[O:9][CH3:10])=[O:2]. Reported procedure: Proceeding as in Reference 21, but substituting 5-formyl-6,2′-dimethoxy-biphenyl-3-sulfonamide and 3-phenylpropionyl chloride, gave 5-formyl-6,2′-dimethoxy-N-(3-phenylpropionyl)-biphenyl-3-sulfonamide. Reactants: CC1(NCCC(C1)O)C (2,2-dimethylpiperidin-4-ol), CN(C)C(=[N+](C)C)ON1C2=C(C=CC=C2)N=N1.[B-](F)(F)(F)F (TBTU), CCN(C(C)C)C(C)C (DIEA), C1(CC1)COC1=C(C=CC(=N1)C(=O)O)N1CC(C1)(F)F (6-cyclopropylmethoxy-5-(3,3-difluoro-azetidin-1-yl)-pyridine-2-carboxylic acid). The product is C1(CC1)COC1=C(C=CC(=N1)C(=O)N1C(CC(CC1)O)(C)C)N1CC(C1)(F)F ([6-Cyclopropylmethoxy-5-(3,3-difluoro-azetidin-1-yl)-pyridin-2-yl]-(4-hydroxy-2,2-dimethyl-piperidin-1-yl)-methanone). RXN SMILES: [CH:1]1([CH2:4][O:5][C:6]2[N:11]=[C:10]([C:12]([OH:14])=O)[CH:9]=[CH:8][C:7]=2[N:15]2[CH2:18][C:17]([F:20])([F:19])[CH2:16]2)[CH2:3][CH2:2]1.[CH3:21][C:22]1([CH3:29])[CH2:27][CH:26]([OH:28])[CH2:25][CH2:24][NH:23]1.CN(C(ON1N=NC2C=CC=CC1=2)=[N+](C)C)C.[B-](F)(F)(F)F.CCN(C(C)C)C(C)C>>[CH:1]1([CH2:4][O:5][C:6]2[N:11]=[C:10]([C:12]([N:23]3[CH2:24][CH2:25][CH:26]([OH:28])[CH2:27][C:22]3([CH3:29])[CH3:21])=[O:14])[CH:9]=[CH:8][C:7]=2[N:15]2[CH2:18][C:17]([F:20])([F:19])[CH2:16]2)[CH2:2][CH2:3]1 |f:2.3|. Reported procedure: In analogy to the procedure described in Example 47 b), 6-cyclopropylmethoxy-5-(3,3-difluoro-azetidin-1-yl)-pyridine-2-carboxylic acid (Example 1 b)) was reacted with 2,2-dimethylpiperidin-4-ol (937681-12-4) in the presence of TBTU and DIEA to obtain the title compound as colorless oil; MS (EI): m/e=396.6 [MH+].